describe an organic reaction: reactants, conditions, products, and yield From a dataset of the Open Reaction Database (ORD), a public repository of structured organic reaction records. Reactants: C1(CCCC1)C(=O)C1=CC=C(C=C1)OC (4-Methoxyphenyl cyclopentyl ketone), solution, B(Br)(Br)Br (boron tribromide). The product is C1(CCCC1)C(=O)C1=CC=C(C=C1)O (4-Hydroxyphenyl cyclopentyl ketone). RXN SMILES: [CH:1]1([C:6]([C:8]2[CH:13]=[CH:12][C:11]([O:14]C)=[CH:10][CH:9]=2)=[O:7])[CH2:5][CH2:4][CH2:3][CH2:2]1.B(Br)(Br)Br>ClCCl>[CH:1]1([C:6]([C:8]2[CH:13]=[CH:12][C:11]([OH:14])=[CH:10][CH:9]=2)=[O:7])[CH2:2][CH2:3][CH2:4][CH2:5]1. Reported procedure: The title compound is prepared in analogy to the procedure of Example II from 30 g (0.147 mol) of the compound from Example VI and 290 ml of a 1M solution of boron tribromide (0.29 mmol) in dichloromethane. The solvent is ClCCl (dichloromethane). Product: ClC=1C=C(C=CC1S(=O)(=O)C)C(C(=O)Cl)CC1CC(C1)=O (2-(3-chloro-4-methanesulfonyl-phenyl)-3-(3-oxo-cyclobutyl)-propionyl chloride), solution. The solvent is C(Cl)Cl (methylene chloride), C(Cl)Cl (methylene chloride). RXN SMILES: [Cl:1][C:2]1[CH:3]=[C:4]([C@@H:12]([CH2:16][CH:17]2[CH2:20][C:19](=[O:21])[CH2:18]2)[C:13](O)=[O:14])[CH:5]=[CH:6][C:7]=1[S:8]([CH3:11])(=[O:10])=[O:9].C(Cl)(=O)C([Cl:25])=O>C(Cl)Cl>[Cl:1][C:2]1[CH:3]=[C:4]([CH:12]([CH2:16][CH:17]2[CH2:20][C:19](=[O:21])[CH2:18]2)[C:13]([Cl:25])=[O:14])[CH:5]=[CH:6][C:7]=1[S:8]([CH3:11])(=[O:10])=[O:9]. Procedure: A solution of 2(R)-(3-chloro-4-methanesulfonyl-phenyl)-3-(3-oxo-cyclobutyl)-propionic acid (0.12 g, 0.36 mmol) in methylene chloride (10 ml) was cooled to 0° C. To this solution was added dropwise a solution of oxalyl chloride in methylene chloride (2 M solution, 0.22 ml, 0.43 mmol) and N,N-dimethylfomamide (two drops) which produced gas evolution and then it was stirred at 0° C. for 20 minutes and 40 min at 25° C. After this time, the reaction was concentrated in vacuo and azeotroped with methy... Reactants: C(C(=O)Cl)(=O)Cl (oxalyl chloride), ClC=1C=C(C=CC1S(=O)(=O)C)[C@H](C(=O)O)CC1CC(C1)=O (2(R)-(3-chloro-4-methanesulfonyl-phenyl)-3-(3-oxo-cyclobutyl)-propionic acid). Conditions: temperature 25 celsius, time 40 minute.